describe an organic reaction: reactants, conditions, products, and yield From a dataset of the Open Reaction Database (ORD), a public repository of structured organic reaction records. Reactants: ClC1=C(OC2CCOCC2)C=CC(=C1)B1OC(C(O1)(C)C)(C)C (4-[2-Chloro-4-(4,4,5,5-tetramethyl-[1,3,2]dioxaborolan-2-yl)-phenoxy]-tetrahydro-pyran), C(=O)([O-])[O-].[Na+].[Na+] (Na2CO3), BrC1=C(C(N(C=C1)CCC1CC1)=O)C#N (4-Bromo-1-(2-cyclopropyl-ethyl)-2-oxo-1,2-dihydro-pyridine-3-carbonitrile). The reagents and catalysts are C=1C=CC(=CC1)[P](C=2C=CC=CC2)(C=3C=CC=CC3)[Pd]([P](C=4C=CC=CC4)(C=5C=CC=CC5)C=6C=CC=CC6)([P](C=7C=CC=CC7)(C=8C=CC=CC8)C=9C=CC=CC9)[P](C=1C=CC=CC1)(C=1C=CC=CC1)C=1C=CC=CC1 (Pd(PPh3)4). Run in O1CCOCC1 (1,4-dioxane), CCOC(=O)C (EtOAc). Product: ClC=1C=C(C=CC1OC1CCOCC1)C1=C(C(N(C=C1)CCC1CC1)=O)C#N (4-[3-Chloro-4-(tetrahydro-pyran-4-yloxy)-phenyl]-1-(2-cyclopropyl-ethyl)-2-oxo-1,2-dihydro-pyridine-3-carbonitrile). Isolated yield 15.9%. RXN SMILES: [Cl:1][C:2]1[CH:14]=[C:13](B2OC(C)(C)C(C)(C)O2)[CH:12]=[CH:11][C:3]=1[O:4][CH:5]1[CH2:10][CH2:9][O:8][CH2:7][CH2:6]1.C([O-])([O-])=O.[Na+].[Na+].Br[C:31]1[CH:36]=[CH:35][N:34]([CH2:37][CH2:38][CH:39]2[CH2:41][CH2:40]2)[C:33](=[O:42])[C:32]=1[C:43]#[N:44]>O1CCOCC1.CCOC(C)=O.C1C=CC([P]([Pd]([P](C2C=CC=CC=2)(C2C=CC=CC=2)C2C=CC=CC=2)([P](C2C=CC=CC=2)(C2C=CC=CC=2)C2C=CC=CC=2)[P](C2C=CC=CC=2)(C2C=CC=CC=2)C2C=CC=CC=2)(C2C=CC=CC=2)C2C=CC=CC=2)=CC=1>[Cl:1][C:2]1[CH:14]=[C:13]([C:31]2[CH:36]=[CH:35][N:34]([CH2:37][CH2:38][CH:39]3[CH2:41][CH2:40]3)[C:33](=[O:42])[C:32]=2[C:43]#[N:44])[CH:12]=[CH:11][C:3]=1[O:4][CH:5]1[CH2:6][CH2:7][O:8][CH2:9][CH2:10]1 |f:1.2.3,^1:60,62,81,100|. Procedure: To a solution of intermediate 18 (0.57 g, 1.7 mmol) in 1,4-dioxane (2 ml) and a saturated solution of Na2CO3 (2 ml) was added intermediate 9 (0.45 g, 1.7 mmol). The resulting solution was degassed using a stream of nitrogen and to this was added Pd(PPh3)4 (0.19 mg, 0.17 mmol). The reaction was then microwaved in a sealed tube at 150° C. for 10 minutes. The resulting cooled reaction mixture was then diluted with EtOAc and filtered through a pad of diatomaceous earth. The filtrate was washed with ...